From a dataset of the Open Reaction Database (ORD), a public repository of structured organic reaction records. describe an organic reaction: reactants, conditions, products, and yield Yield: 79.2%. The solvent is C(C)O (ethanol). Run at time 30 minute. Starting materials: C(C)(=O)OCC1=NN2C(N=C(C=C2Cl)C)=N1 (2-acetoxymethyl-7-chloro-5-methyl-s-triazolo[1,5-a]pyrimidine), NC(=S)N (thiourea). Product: OCC1=NN2C(N=C(C=C2S)C)=N1 (2-hydroxymethyl-7-mercapto-5-methyl-s-triazolo[1,5-a]pyrimidine). Procedure details: In 400 ml of ethanol was dissolved 23.7 g of 2-acetoxymethyl-7-chloro-5-methyl-s-triazolo[1,5-a]pyrimidine, and 19 g of thiourea was added thereto and the mixture was stirred for 30 minutes under reflux. The reaction mixture was ice-cooled and the precipitated crystals were collected by filtration, washed with ethanol and dried. After the obtained crystals were dissolved in a 10% potassium hydroxide aqueous solution and stirred for 30 minutes, pH was adjusted to 2 with addition of a 2N hydrochlo... As a reaction SMILES: C([O:4][CH2:5][C:6]1[N:16]=[C:9]2[N:10]=[C:11]([CH3:15])[CH:12]=[C:13](Cl)[N:8]2[N:7]=1)(=O)C.NC(N)=[S:19]>C(O)C>[OH:4][CH2:5][C:6]1[N:16]=[C:9]2[N:10]=[C:11]([CH3:15])[CH:12]=[C:13]([SH:19])[N:8]2[N:7]=1. The solvent is C(=O)O (formic acid). Conditions: temperature 170 celsius. Starting materials: [OH-].[Na+] (NaOH), CN(CCNC1=CC=C(C=2SC3=CC=CC=C3C(C12)=O)C=O)C (1-[[2-(dimethylamino)ethyl]amino]-9-oxothioxanthen-4-carboxaldehyde), C(=O)N (formamide), ice water. Procedure: A mixture of 1-[[2-(dimethylamino)ethyl]amino]-9-oxothioxanthen-4-carboxaldehyde (4.75 g), formamide (66.5 mL) and formic acid (7.6 mL) was heated at 170° C. for 4 hours. The mixture was poured into ice water (250 mL), basified with 35% NaOH and extracted with chloroform. The organic layer was washed with water (2X), then brine (1X) and the solvent was dried over Na2SO4 and concentrated in vacuo to afford 6.3 g of N-[[1-[[2-(dimethylamino)ethyl]amino]-9-oxothioxanthen-4-yl]methyl]formamide. Reaction SMILES: [CH3:1][N:2]([CH3:23])[CH2:3][CH2:4][NH:5][C:6]1[C:19]2[C:18](=[O:20])[C:17]3[C:12](=[CH:13][CH:14]=[CH:15][CH:16]=3)[S:11][C:10]=2[C:9]([CH:21]=O)=[CH:8][CH:7]=1.[CH:24]([NH2:26])=[O:25].[OH-].[Na+]>C(O)=O>[CH3:1][N:2]([CH3:23])[CH2:3][CH2:4][NH:5][C:6]1[C:19]2[C:18](=[O:20])[C:17]3[C:12](=[CH:13][CH:14]=[CH:15][CH:16]=3)[S:11][C:10]=2[C:9]([CH2:21][NH:26][CH:24]=[O:25])=[CH:8][CH:7]=1 |f:2.3|. The product is CN(CCNC1=CC=C(C=2SC3=CC=CC=C3C(C12)=O)CNC=O)C (N-[[1-[[2-(dimethylamino)ethyl]amino]-9-oxothioxanthen-4-yl]methyl]formamide). The reactants are formula 6, Cl (HCl), C(=O)(OCC)CCCC=CCC1(C([C@H](C[C@@H]1C=CC(CCCCC)(C)O)C(=O)[O-])=O)C(=O)[O-] (trans-3-(6-carboethoxy-2-hexenyl)-4-(3-hydroxy-3-methyl-1-octenyl)-2-oxo-1,3-cyclopentanedicarboxylate), [OH-].[Na+] (sodium hydroxide). The solvent is O (water), [Cl-].[Na+] (sodium chloride), CO (methanol). Yields the product OC(C=C[C@@H]1[C@@H](C(CC1)=O)CC=CCCCC(=O)O)(CCCCC)C (cis-7-[2-(3-Hydroxy-3-methyl-1-octenyl)-5-oxo-cyclopentyl]-5-heptenoic Acid). Reaction SMILES: [C:1]([CH2:6][CH2:7][CH2:8][CH:9]=[CH:10][CH2:11][C:12]1(C([O-])=O)[C@@H:16]([CH:17]=[CH:18][C:19]([OH:26])([CH3:25])[CH2:20][CH2:21][CH2:22][CH2:23][CH3:24])[CH2:15][C@H:14](C([O-])=O)[C:13]1=[O:30])([O:3]CC)=[O:2].[OH-].[Na+].Cl>O.CO.[Cl-].[Na+]>[OH:26][C:19]([CH3:25])([CH2:20][CH2:21][CH2:22][CH2:23][CH3:24])[CH:18]=[CH:17][C@H:16]1[CH2:15][CH2:14][C:13](=[O:30])[C@H:12]1[CH2:11][CH:10]=[CH:9][CH2:8][CH2:7][CH2:6][C:1]([OH:3])=[O:2] |f:1.2,6.7|. Reported procedure: The cyclopentanonetriester of formula 6, diethyl cis, trans-3-(6-carboethoxy-2-hexenyl)-4-(3-hydroxy-3-methyl-1-octenyl)-2-oxo-1,3-cyclopentanedicarboxylate (11.2 g), described in Example 45, is heated to reflux for 1 hr. in a solution of sodium hydroxide (13.4 g) in 80 ml of water and 110 ml of methanol. The mixture is cooled, adjusted to pH 5 with 2N HCl, diluted with saturated sodium chloride solution and extracted with ether. The ether extract is dried (Na2SO4) and concentrated. Chromatograp... The reactants are C1(=CC=CC=C1)C=1N=CNC1C1=CC=CC=C1 (4,5-diphenylimidazole), O1CCCC=C1 (dihydropyran), C(C)(=O)OCC (ethyl acetate), B(F)(F)F (BF3). The solvent is CCOCC (ether), CCOCC (Et2O). The product is C1(=CC=CC=C1)C=1N=CN(C1C1=CC=CC=C1)C1OCCCC1 (4,5-diphenyl-1-(2-tetrahydropyranyl)imidazole). As a reaction SMILES: [C:1]1([C:7]2[N:8]=[CH:9][NH:10][C:11]=2[C:12]2[CH:17]=[CH:16][CH:15]=[CH:14][CH:13]=2)[CH:6]=[CH:5][CH:4]=[CH:3][CH:2]=1.[O:18]1[CH:23]=[CH:22][CH2:21][CH2:20][CH2:19]1.C(OCC)(=O)C.B(F)(F)F>CCOCC>[C:1]1([C:7]2[N:8]=[CH:9][N:10]([CH:19]3[CH2:20][CH2:21][CH2:22][CH2:23][O:18]3)[C:11]=2[C:12]2[CH:13]=[CH:14][CH:15]=[CH:16][CH:17]=2)[CH:6]=[CH:5][CH:4]=[CH:3][CH:2]=1. Procedure: A mixture of 27 g (0.122 mole) 4,5-diphenylimidazole, 21 g (0.25 mole) dihydropyran, 250 ml ethyl acetate and 4.0 g BF3. Et2O was refluxed for five days. The nearly clear solution was diluted with ether and filtered to remove 0.6 g insoluble starting material. The ether filtrate was washed several times with 10% NaHCO3 then dried and evaporated. TLC showed starting material still present, so the crude product was chromatographed on 2 lb SilicAR CC-7, eluting with toluene containing 20 to 40% eth... Reactants: FC=1C=C2CCC(C2=CC1)NC=1OCC2=C(N1)C=CC(=C2)N (rac-N2-(5-Fluoro-indan-1-yl)-4H-benzo[d][1,3]oxazine-2,6-diamine), COCC(=O)Cl (methoxyacetyl chloride). Product: FC=1C=C2CCC(C2=CC1)NC=1OCC2=C(N1)C=CC(=C2)NC(COC)=O (rac-N-[2-(5-Fluoro-indan-1-ylamino)-4H-benzo[d][1,3]oxazin-6-yl]-2-methoxy-acetamide). The yield is 40.3%. As a reaction SMILES: [F:1][C:2]1[CH:3]=[C:4]2[C:8](=[CH:9][CH:10]=1)[CH:7]([NH:11][C:12]1[O:13][CH2:14][C:15]3[CH:21]=[C:20]([NH2:22])[CH:19]=[CH:18][C:16]=3[N:17]=1)[CH2:6][CH2:5]2.[CH3:23][O:24][CH2:25][C:26](Cl)=[O:27]>>[F:1][C:2]1[CH:3]=[C:4]2[C:8](=[CH:9][CH:10]=1)[CH:7]([NH:11][C:12]1[O:13][CH2:14][C:15]3[CH:21]=[C:20]([NH:22][C:26](=[O:27])[CH2:25][O:24][CH3:23])[CH:19]=[CH:18][C:16]=3[N:17]=1)[CH2:6][CH2:5]2. Reported procedure: Prepared from rac-N2-(5-fluoro-indan-1-yl)-4H-benzo[d][1,3]oxazine-2,6-diamine (Example 11) (100 mg, 0.336 mmol) and methoxyacetyl chloride (34 ul, 0.370 mmol) according to the procedure described for Example 17. Obtained the title compound as a white solid (50 mg, 40%), MS (ISP) m/e=370.2 [(M+H)+]. Reactants: C1(C=2C(C(=O)O1)=CC=CC2)=O (phthalic anhydride), C(C=C)O (allyl alcohol). Conditions: temperature 90 celsius, time 30 minute. The product is C(C=C)OC(C=1C(C(=O)O)=CC=CC1)=O (phthalic acid monoallyl ester). Reaction SMILES: [C:1]1(=[O:11])[O:6][C:4](=[O:5])[C:3]2=[CH:7][CH:8]=[CH:9][CH:10]=[C:2]12.[CH2:12]([OH:15])[CH:13]=[CH2:14]>>[CH2:12]([O:15][C:4](=[O:5])[C:3]1[C:2](=[CH:10][CH:9]=[CH:8][CH:7]=1)[C:1]([OH:6])=[O:11])[CH:13]=[CH2:14]. Procedure details: A 100-mL three-necked round-bottom flask was fitted with a reflux condenser and, in a nitrogen atmosphere, the flask was charged with phthalic anhydride (4.0 g, 13.5 mmol) and allyl alcohol (4.58 mL), and the contents were stirred at 90° C. for 30 minutes. The unreacted allyl alcohol fraction was distilled off under reduced pressure to give phthalic acid monoallyl ester (yield 5.66 g). Starting materials: Cl.FC1=C(C=CC(=C1)N1C(O[C@H](C1)CNC(C)=O)=O)C1=CC=C(C=C1)CNCC=1N=NN(C1)CC1=CC=C(C=C1)OC ((5S)—N-{3-[2-fluoro-4′-({[1-(4-methoxy-benzyl)-1H-[1,2,3]triazol-4-ylmethyl]-amino}-methyl)-biphenyl-4-yl)-2-oxo-oxazolidin-5-ylmethyl}-acetamide hydrochloride), Cl.FC1=C(C=CC(C1)(CNCC1=CN=NN1CC1=CC=C(C=C1)OC)N1C(O[C@H](C1)CNC(C)=O)=O)C1=CC=CC=C1 ((5S)—N-{3-[2-fluoro-4-({[1-(4-methoxy-benzyl)-1H-[1,2,3]triazol-5-ylmethyl]-amino}-methyl)-biphenyl-4-yl]-2-oxo-oxazolidin-5-ylmethyl}-acetamide hydrochloride). The solvent is FC(C(=O)O)(F)F (trifluoroacetic acid). Conditions: temperature 67.5 celsius, time 12 hour. Yields the product FC1=C(C=CC(=C1)N1C(O[C@H](C1)CNC(C)=O)=O)C1=CC=C(C=C1)CNCC=1N=NNC1 ((5S)—N-[3-(2-fluoro-4′-{[(1H-[1,2,3]triazol-4-ylmethyl)-amino]-methyl}-biphenyl-4-yl)-2-oxo-oxazolidin-5-ylmethyl]-acetamide). RXN SMILES: Cl.[F:2][C:3]1[CH:8]=[C:7]([N:9]2[CH2:13][C@H:12]([CH2:14][NH:15][C:16](=[O:18])[CH3:17])[O:11][C:10]2=[O:19])[CH:6]=[CH:5][C:4]=1[C:20]1[CH:25]=[CH:24][C:23]([CH2:26][NH:27][CH2:28][C:29]2[N:30]=[N:31][N:32](CC3C=CC(OC)=CC=3)[CH:33]=2)=[CH:22][CH:21]=1.Cl.FC1CC(N2C[C@H](CNC(=O)C)OC2=O)(CNCC2N(CC3C=CC(OC)=CC=3)N=NC=2)C=CC=1C1C=CC=CC=1>FC(F)(F)C(O)=O>[F:2][C:3]1[CH:8]=[C:7]([N:9]2[CH2:13][C@H:12]([CH2:14][NH:15][C:16](=[O:18])[CH3:17])[O:11][C:10]2=[O:19])[CH:6]=[CH:5][C:4]=1[C:20]1[CH:25]=[CH:24][C:23]([CH2:26][NH:27][CH2:28][C:29]2[N:30]=[N:31][NH:32][CH:33]=2)=[CH:22][CH:21]=1 |f:0.1,2.3|. Procedure details: A solution of the crude regioisomeric mixture of (5S)—N-{3-[2-fluoro-4′-({[1-(4-methoxy-benzyl)-1H-[1,2,3]triazol-4-ylmethyl]-amino}-methyl)-biphenyl-4-yl)-2-oxo-oxazolidin-5-ylmethyl}-acetamide hydrochloride and (5S)—N-{3-[2-fluoro-4-({[1-(4-methoxy-benzyl)-1H-[1,2,3]triazol-5-ylmethyl]-amino}-methyl)-biphenyl-4-yl]-2-oxo-oxazolidin-5-ylmethyl}-acetamide hydrochloride (1013 and 1014, 29.17 g, 49.07 mmol) in trifluoroacetic acid (TFA, 150 mL) was warmed up to 65-70° C., and the resulting reactio... Reported procedure: Isopropanol (200 uL) was added to free-base version of 3-{8-(2,6-difluorophenyl)-2-[(1H-imidazol-2-ylmethyl)amino]-7-oxo-7,8-dihydropyrido[2,3-d]pyrimidin-4-yl}-4-methyl-N-1,3-thiazol-2-ylbenzamide from Example 79c (10.5 mg), and the resulting mixture was heated to 50° C. Fumaric acid was added (1.0 equivalent; 0.2 N in ethanol). The mixture was cooled to room temperature and shook for several days. The product was filtered, washed with isopropanol, and dried overnight in a vacuum oven at 50° C.... Product: C(\C=C\C(=O)O)(=O)O.FC1=C(C(=CC=C1)F)N1C(C=CC2=C1N=C(N=C2C=2C=C(C(=O)NC=1SC=CN1)C=CC2C)NCC=2NC=CN2)=O (3-{8-(2,6-difluorophenyl)-2-[(1H-imidazol-2-ylmethyl)amino]-7-oxo-7,8-dihydropyrido[2,3-d]pyrimidin-4-yl}-4-methyl-N-1,3-thiazol-2-ylbenzamide fumarate). The solvent is C(C)O (ethanol). The yield is 61.4%. RXN SMILES: C(O)(C)C.[F:5][C:6]1[CH:11]=[CH:10][CH:9]=[C:8]([F:12])[C:7]=1[N:13]1[C:18]2[N:19]=[C:20]([NH:38][CH2:39][C:40]3[NH:41][CH:42]=[CH:43][N:44]=3)[N:21]=[C:22]([C:23]3[CH:24]=[C:25]([CH:34]=[CH:35][C:36]=3[CH3:37])[C:26]([NH:28][C:29]3[S:30][CH:31]=[CH:32][N:33]=3)=[O:27])[C:17]=2[CH:16]=[CH:15][C:14]1=[O:45].[C:46]([OH:53])(=[O:52])/[CH:47]=[CH:48]/[C:49]([OH:51])=[O:50]>C(O)C>[C:46]([OH:53])(=[O:52])/[CH:47]=[CH:48]/[C:49]([OH:51])=[O:50].[F:5][C:6]1[CH:11]=[CH:10][CH:9]=[C:8]([F:12])[C:7]=1[N:13]1[C:18]2[N:19]=[C:20]([NH:38][CH2:39][C:40]3[NH:44][CH:43]=[CH:42][N:41]=3)[N:21]=[C:22]([C:23]3[CH:24]=[C:25]([CH:34]=[CH:35][C:36]=3[CH3:37])[C:26]([NH:28][C:29]3[S:30][CH:31]=[CH:32][N:33]=3)=[O:27])[C:17]=2[CH:16]=[CH:15][C:14]1=[O:45] |f:4.5|. Conditions: temperature 50 celsius. Starting materials: C(C)(C)O (Isopropanol), FC1=C(C(=CC=C1)F)N1C(C=CC2=C1N=C(N=C2C=2C=C(C(=O)NC=1SC=CN1)C=CC2C)NCC=2NC=CN2)=O (3-{8-(2,6-difluorophenyl)-2-[(1H-imidazol-2-ylmethyl)amino]-7-oxo-7,8-dihydropyrido[2,3-d]pyrimidin-4-yl}-4-methyl-N-1,3-thiazol-2-ylbenzamide), C(\C=C\C(=O)O)(=O)O (Fumaric acid). The product is ClC1=CC(=NN1C)C(=O)N(C)OC (5-Chloro-N-methoxy-N,1-dimethylpyrazole-3-carboxamide). Run at time 8 hour. Run in ClCCl (dichloromethane), C(C)N(CC)CC (Triethylamine), O (Water), ClCCl (dichloromethane). Procedure details: 5-Chloro-1-methyl-1H-pyrazole-3-carboxylic acid (982 mg) was added to a solution of 1-ethyl-3-(3-dimethylaminopropyl)carbodiimide hydrochloride (2.39 g), 1-hydroxybenzotriazole (252 mg), and N,O-dimethylhydroxylamine hydrochloride (1.21 g) in dichloromethane (50 ml). Triethylamine (2.4 ml) was added dropwise to the mixture, and the resulting mixture was stirred overnight at room temperature. The reaction solution was diluted with dichloromethane (20 ml). Water (50 ml) was added to the dilution t... Isolated yield 91.5%. Starting materials: ClC1=CC(=NN1C)C(=O)O (5-Chloro-1-methyl-1H-pyrazole-3-carboxylic acid), Cl.C(C)N=C=NCCCN(C)C (1-ethyl-3-(3-dimethylaminopropyl)carbodiimide hydrochloride), ON1N=NC2=C1C=CC=C2 (1-hydroxybenzotriazole), Cl.CNOC (N,O-dimethylhydroxylamine hydrochloride). As a reaction SMILES: [Cl:1][C:2]1[N:6]([CH3:7])[N:5]=[C:4]([C:8]([OH:10])=O)[CH:3]=1.Cl.C(N=C=NCCCN(C)C)C.ON1C2C=CC=CC=2N=N1.Cl.[CH3:34][NH:35][O:36][CH3:37]>ClCCl.O.C(N(CC)CC)C>[Cl:1][C:2]1[N:6]([CH3:7])[N:5]=[C:4]([C:8]([N:35]([O:36][CH3:37])[CH3:34])=[O:10])[CH:3]=1 |f:1.2,4.5|.